This data is from the Open Reaction Database (ORD), a public repository of structured organic reaction records. The task is: describe an organic reaction: reactants, conditions, products, and yield The reactants are Cc1nc2ccc(Br)cc2c(-c2ccc(F)cc2)c1C(=O)C(F)(F)F, OC1CNC1. Yields the product Cc1nc2ccc(N3CC(O)C3)cc2c(-c2ccc(F)cc2)c1C(=O)C(F)(F)F. As a reaction SMILES: [Br:1][c:2]1[cH:3][c:4]2[c:5](-[c:19]3[cH:20][cH:21][c:22]([F:25])[cH:23][cH:24]3)[c:6]([C:13]([C:14]([F:15])([F:16])[F:17])=[O:18])[c:7]([CH3:12])[n:8][c:9]2[cH:10][cH:11]1.[NH:26]1[CH2:27][CH:28]([OH:30])[CH2:29]1>>[c:2]1([N:26]2[CH2:27][CH:28]([OH:30])[CH2:29]2)[cH:3][c:4]2[c:5](-[c:19]3[cH:20][cH:21][c:22]([F:25])[cH:23][cH:24]3)[c:6]([C:13]([C:14]([F:15])([F:16])[F:17])=[O:18])[c:7]([CH3:12])[n:8][c:9]2[cH:10][cH:11]1. The reactants are [N+](=O)([O-])C=1C=C(C=CC1)S(=O)(=O)N1C=C(C2=CC=CC=C12)CCCC(=O)OCC1=CC=CC=C1 (benzyl 4-[1-(3-nitrobenzenesulfonyl)indol-3-yl]butyrate), [OH-].[Na+] (sodium hydroxide), Cl (hydrochloric acid). Solvent: O1CCOCC1 (1,4-dioxane). Conditions: time 2 hour. Yields the product [N+](=O)([O-])C=1C=C(C=CC1)S(=O)(=O)N1C=C(C2=CC=CC=C12)CCCC(=O)O (4-[1-[3-nitrobenzenesulfonyl)indol-3-yl]butyric acid). Isolated yield 91.6%. RXN SMILES: [N+:1]([C:4]1[CH:5]=[C:6]([S:10]([N:13]2[C:21]3[C:16](=[CH:17][CH:18]=[CH:19][CH:20]=3)[C:15]([CH2:22][CH2:23][CH2:24][C:25]([O:27]CC3C=CC=CC=3)=[O:26])=[CH:14]2)(=[O:12])=[O:11])[CH:7]=[CH:8][CH:9]=1)([O-:3])=[O:2].[OH-].[Na+].Cl>O1CCOCC1>[N+:1]([C:4]1[CH:5]=[C:6]([S:10]([N:13]2[C:21]3[C:16](=[CH:17][CH:18]=[CH:19][CH:20]=3)[C:15]([CH2:22][CH2:23][CH2:24][C:25]([OH:27])=[O:26])=[CH:14]2)(=[O:11])=[O:12])[CH:7]=[CH:8][CH:9]=1)([O-:3])=[O:2] |f:1.2|. Reported procedure: To a solution of benzyl 4-[1-(3-nitrobenzenesulfonyl)indol-3-yl]butyrate (1.95 g) in 1,4-dioxane (15 ml) was added 1N-sodium hydroxide (8 ml). The mixture was stirred for 2 hours and poured into diluted hydrochloric acid. The organic layer was extracted with ethyl acetate (30 ml) and washed with water (30 ml×3). The solution was dried over magnesium sulfate and the solvent was removed in vacuo. The residue was crystallized with diisopropyl ether to give a yellow solid of 4-[1-[3-nitrobenzenesulf... Starting materials: COc1ccc[n+]([O-])c1C, ClC(Cl)Cl, ClP(Cl)Cl, [Na+], [OH-], O. Product: COc1cccnc1C. RXN SMILES: [CH3:1][O:2][c:3]1[c:4]([CH3:10])[n+:5]([O-:9])[cH:6][cH:7][cH:8]1.[CH:11]([Cl:12])([Cl:13])[Cl:14].[Cl:15][P:16]([Cl:17])[Cl:18].[Na+:20].[OH-:19].[OH2:21]>>[CH3:1][O:2][c:3]1[c:4]([CH3:10])[n:5][cH:6][cH:7][cH:8]1. Reactants: O=C([O-])[O-], C=CCBr, CCCCO, Oc1ccc(Oc2ccc(Cl)cc2)cc1, [K+], [K+]. Yields the product C=CCOc1ccc(Oc2ccc(Cl)cc2)cc1. As a reaction SMILES: [C:20](=[O:21])([O-:22])[O-:23].[CH2:16]([CH:17]=[CH2:18])[Br:19].[CH2:26]([OH:27])[CH2:28][CH2:29][CH3:30].[Cl:1][c:2]1[cH:3][cH:4][c:5]([O:6][c:7]2[cH:8][cH:9][c:10]([OH:13])[cH:11][cH:12]2)[cH:14][cH:15]1.[K+:24].[K+:25]>>[Cl:1][c:2]1[cH:3][cH:4][c:5]([O:6][c:7]2[cH:8][cH:9][c:10]([O:13][CH2:18][CH:17]=[CH2:16])[cH:11][cH:12]2)[cH:14][cH:15]1. The reactants are CS(=O)(=O)OS(C)(=O)=O, ClCCl, N#Cc1ccccc1N1CCNCC1, OCc1cc2ccccc2s1. Yields the product N#Cc1ccccc1N1CCN(Cc2cc3ccccc3s2)CC1. Reaction SMILES: [CH3:12][S:13]([O:14][S:15]([CH3:16])(=[O:17])=[O:18])(=[O:19])=[O:20].[Cl:35][CH2:36][Cl:37].[N:21]1([c:27]2[c:28]([C:29]#[N:30])[cH:31][cH:32][cH:33][cH:34]2)[CH2:22][CH2:23][NH:24][CH2:25][CH2:26]1.[s:1]1[c:2]([CH2:10][OH:11])[cH:3][c:4]2[c:5]1[cH:6][cH:7][cH:8][cH:9]2>>[s:1]1[c:2]([CH2:10][N:24]2[CH2:23][CH2:22][N:21]([c:27]3[c:28]([C:29]#[N:30])[cH:31][cH:32][cH:33][cH:34]3)[CH2:26][CH2:25]2)[cH:3][c:4]2[c:5]1[cH:6][cH:7][cH:8][cH:9]2. Reactants: ClC=1C=C(C=CC1)[C@H]1CCC(N[C@@H]1C1=CC=C(C=C1)Cl)=O ((5R,6S)-5-(3-Chlorophenyl)-6-(4-chlorophenyl)piperidin-2-one), [H-].[Na+] (sodium hydride), [NH4+].[Cl-] (NH4Cl), BrC(C(=O)OCC)CC (ethyl 2-bromobutanoate). Run in CN(C)C=O (DMF). Reaction conditions: time 20 minute. Product: ClC=1C=C(C=CC1)[C@@H]1[C@H](N(C(CC1)=O)[C@H](C(=O)OCC)CC)C1=CC=C(C=C1)Cl ((S)-Ethyl 2-((2S,3R)-3-(3-chlorophenyl)-2-(4-chlorophenyl)-6-oxopiperidin-1-yl)butanoate). As a reaction SMILES: [Cl:1][C:2]1[CH:3]=[C:4]([C@@H:8]2[C@@H:13]([C:14]3[CH:19]=[CH:18][C:17]([Cl:20])=[CH:16][CH:15]=3)[NH:12][C:11](=[O:21])[CH2:10][CH2:9]2)[CH:5]=[CH:6][CH:7]=1.[H-].[Na+].Br[CH:25]([CH2:31][CH3:32])[C:26]([O:28][CH2:29][CH3:30])=[O:27].[NH4+].[Cl-]>CN(C=O)C>[Cl:1][C:2]1[CH:3]=[C:4]([C@H:8]2[CH2:9][CH2:10][C:11](=[O:21])[N:12]([C@@H:25]([CH2:31][CH3:32])[C:26]([O:28][CH2:29][CH3:30])=[O:27])[C@@H:13]2[C:14]2[CH:15]=[CH:16][C:17]([Cl:20])=[CH:18][CH:19]=2)[CH:5]=[CH:6][CH:7]=1 |f:1.2,4.5|. Reported procedure: To a solution of 15 g (46.8 mmol) of ((5R,6S)-5-(3-Chlorophenyl)-6-(4-chlorophenyl)piperidin-2-one (Example 1, Step E) in 140 mL of DMF was added 3.75 g (94 mmol) of a dispersion of 60% sodium hydride in mineral oil at 0° C. After being stirred for 20 min, ethyl 2-bromobutanoate (17.2 mL, 117 mmol) was added at 0° C. and the resulting solution was stirred at 25° C. for 12 h until completion of the reaction. Then sat. aq. NH4Cl solution was added and the mixture was extracted with ethyl acetate. ... Starting materials: [Li]CCCC (n-BuLi), FC1=C(C=CC(=C1)OC)C1OCCO1 (2-(2-fluoro-4-methoxy-phenyl)-[1,3] dioxolane), II (iodine). Solvent: C1CCOC1 (THF), C1CCOC1 (THF). Reaction conditions: temperature -78 celsius, time 2 hour. Yields the product FC1=C(C=CC(=C1I)OC)C1OCCO1 (2-(2-fluoro-3-iodo-4-methoxy-phenyl)-[1,3] dioxolane). The yield is 83.0%. RXN SMILES: [F:1][C:2]1[CH:7]=[C:6]([O:8][CH3:9])[CH:5]=[CH:4][C:3]=1[CH:10]1[O:14][CH2:13][CH2:12][O:11]1.[Li]CCCC.[I:20]I>C1COCC1>[F:1][C:2]1[C:7]([I:20])=[C:6]([O:8][CH3:9])[CH:5]=[CH:4][C:3]=1[CH:10]1[O:11][CH2:12][CH2:13][O:14]1. Procedure details: To a solution of 2-(2-fluoro-4-methoxy-phenyl)-[1,3] dioxolane (4.27 g, 21.54 mmol) in anhydrous THF (30 mL) was added, at −78° C. under argon, n-BuLi (1.6 M in hexane, 13.5, 21.54 mmol). The resulting orange solution was stirred at −78° C. for 2 hours then iodine (6.015 g, 23.70 mmol) in THF (30 mL) was added. At the end of the addition the reaction mixture was warmed to room temperature and stirred for 1 hr. The solution was extracted with ethyl acetate. The organic phase was washed successive... Reactants: CO, CC(=O)OC1CC(F)(N2C(=O)c3cccc(N)c3C2=O)C(=O)NC1=O, Cc1ccc(S(=O)(=O)O)cc1. RXN SMILES: [CH3:37][OH:38].[NH2:1][c:2]1[c:3]2[c:7]([cH:8][cH:9][cH:10]1)[C:6](=[O:11])[N:5]([C:12]1([F:24])[C:13](=[O:23])[NH:14][C:15](=[O:22])[CH:16]([O:18][C:19](=[O:20])[CH3:21])[CH2:17]1)[C:4]2=[O:25].[c:26]1([CH3:27])[cH:28][cH:29][c:30]([S:31]([OH:32])(=[O:33])=[O:34])[cH:35][cH:36]1>>[NH2:1][c:2]1[c:3]2[c:7]([cH:8][cH:9][cH:10]1)[C:6](=[O:11])[N:5]([C:12]1([F:24])[C:13](=[O:23])[NH:14][C:15](=[O:22])[CH:16]([OH:18])[CH2:17]1)[C:4]2=[O:25]. Yields the product Nc1cccc2c1C(=O)N(C1(F)CC(O)C(=O)NC1=O)C2=O. Reactants: BrC1=C(C=C(C(=O)O)C=C1OC)OC (4-bromo-3,5-dimethoxybenzoic acid), CN(C=O)C (dimethylformamide), C(C(=O)Cl)(=O)Cl (Oxalyl chloride), ice. Solvent: C(Cl)Cl (methylene chloride). Conditions: time 30 minute. Yields the product BrC1=C(C=C(C(=O)Cl)C=C1OC)OC (4-bromo-3,5-dimethoxybenzoyl chloride). As a reaction SMILES: [Br:1][C:2]1[C:10]([O:11][CH3:12])=[CH:9][C:5]([C:6](O)=[O:7])=[CH:4][C:3]=1[O:13][CH3:14].CN(C)C=O.C(Cl)(=O)C([Cl:23])=O>C(Cl)Cl>[Br:1][C:2]1[C:10]([O:11][CH3:12])=[CH:9][C:5]([C:6]([Cl:23])=[O:7])=[CH:4][C:3]=1[O:13][CH3:14]. Procedure details: To a solution of 4-bromo-3,5-dimethoxybenzoic acid (Acta Chem. Scand., 2, 34-41, (1948)) (22.6 g, 86.6 mmol) in methylene chloride (400 mL) was added dimethylformamide (1.5 mL, 19.4 mmol). Oxalyl chloride (13.0 g, 102.0 mmol) was gradually added to the ice-cold solution, and the mixture was stirred at room temperature for 1 hour and 30 minutes. The reaction mixture was concentrated under reduced pressure to yield crude crystals of 4-bromo-3,5-dimethoxybenzoyl chloride. To an ice-cold solution of...